Dataset: the Open Reaction Database (ORD), a public repository of structured organic reaction records. Task: describe an organic reaction: reactants, conditions, products, and yield As a reaction SMILES: [H-].[Al+3].[Li+].[H-].[H-].[H-].[Cl-].[Al+3].[Cl-].[Cl-].[Cl:11][C:12]1[CH:13]=[C:14]([CH:19]2[CH:25]([CH2:26][O:27][CH2:28][C:29](OCC)=[O:30])[O:24][CH2:23][CH2:22][N:21]([C:34]([O:36][C:37]([CH3:40])([CH3:39])[CH3:38])=[O:35])[CH2:20]2)[CH:15]=[CH:16][C:17]=1[Cl:18].O.O.O.O.O.O.O.O.O.O.[O-]S([O-])(=O)=O.[Na+].[Na+]>C1COCC1>[Cl:11][C:12]1[CH:13]=[C:14]([CH:19]2[CH:25]([CH2:26][O:27][CH2:28][CH2:29][OH:30])[O:24][CH2:23][CH2:22][N:21]([C:34]([O:36][C:37]([CH3:40])([CH3:39])[CH3:38])=[O:35])[CH2:20]2)[CH:15]=[CH:16][C:17]=1[Cl:18] |f:0.1.2.3.4.5,6.7.8.9,11.12.13.14.15.16.17.18.19.20.21.22.23|. Yields the product ClC=1C=C(C=CC1Cl)C1CN(CCOC1COCCO)C(=O)OC(C)(C)C (tert-butyl (6SR,7SR)-6-(3,4-dichlorophenyl)-7-[(2-hydroxyethoxy)methyl]-1,4-oxazepane-4-carboxylate). Run at time 40 minute. The yield is 73.3%. Solvent: C1CCOC1 (THF), C1CCOC1 (THF). Procedure: Lithium aluminum hydride (90 mg) was added to a solution of aluminum chloride (90 mg) in THF (5 mL), and the mixture was stirred at room temperature for 40 min. A solution of tert-butyl (6SR,7SR)-6-(3,4-dichlorophenyl)-7-[(2-ethoxy-2-oxoethoxy)methyl]-1,4-oxazepane-4-carboxylate (300 mg) in THF (5 ml) was added dropwise to the reaction mixture, and the mixture was stirred at 0° C. for 1 hr. Sodium sulfate 10 hydrate was added to the reaction mixture, the mixture was stirred at room temperature f... Reactants: ClC=1C=C(C=CC1Cl)C1CN(CCOC1COCC(=O)OCC)C(=O)OC(C)(C)C (tert-butyl (6SR,7SR)-6-(3,4-dichlorophenyl)-7-[(2-ethoxy-2-oxoethoxy)methyl]-1,4-oxazepane-4-carboxylate), O.O.O.O.O.O.O.O.O.O.[O-]S(=O)(=O)[O-].[Na+].[Na+] (Sodium sulfate 10 hydrate), [H-].[Al+3].[Li+].[H-].[H-].[H-] (Lithium aluminum hydride), [Cl-].[Al+3].[Cl-].[Cl-] (aluminum chloride). The reactants are CO (methanol), Cl (hydrochloric acid), C1=CC=C2C(=C1)C=CC(=C2C3=C(C=CC4=CC=CC=C43)O)O.[C@@H]1([C@@H](CCCC1)N)N ((R)-(+)-2,2'-dihydroxy-1,1'-binaphthyl (1R,2R)-(-)1,2-cyclohexanediamine). The solvent is C1=CC=CC=C1 (benzene). Conditions: time 30 minute. The product is C1=CC=C2C(=C1)C=CC(=C2C3=C(C=CC4=CC=CC=C43)O)O ((R)-(+)-2,2'-dihydroxy-1,1'-binaphthyl). Isolated yield 98.5%. Reaction SMILES: CO.Cl.[CH:4]1[CH:9]=[C:8]2[CH:10]=[CH:11][C:12]([OH:25])=[C:13]([C:14]3[C:23]4[C:18](=[CH:19][CH:20]=[CH:21][CH:22]=4)[CH:17]=[CH:16][C:15]=3[OH:24])[C:7]2=[CH:6][CH:5]=1.[C@@H]1(N)CCCC[C@H]1N>C1C=CC=CC=1>[CH:20]1[CH:19]=[C:18]2[CH:17]=[CH:16][C:15]([OH:24])=[C:14]([C:13]3[C:7]4[C:8](=[CH:9][CH:4]=[CH:5][CH:6]=4)[CH:10]=[CH:11][C:12]=3[OH:25])[C:23]2=[CH:22][CH:21]=1 |f:2.3|. Reported procedure: 5 ml of methanol and. 50 ml of 0.1M hydrochloric acid were added under ice cooling to 2.55 g (4.58 mmol) of (R)-(+)-2,2'-dihydroxy-1,1'-binaphthyl-(1R,2R)-(-)1,2-cyclohexanediamine.benzene (1:1:2) complex obtained in the same manner as in Example 5, followed by stirring for 30 minutes. The precipitated white solid was washed with water, and then dried under reduced pressure to obtain 1.29 g (4.51 mmol) of (R)-(+)-2,2'-dihydroxy-1,1'-binaphthyl. Yield =98%, optical purity=81%, m.p.=202°-203° C., ... Reactants: CC(=O)OCc1ccc(C#CC(O)c2ccc3c(c2)C(C)(C)CCC3(C)C)cc1, C1CCOC1, CCCCCCC, [Na+], [OH-], O. Product: CC1(C)CCC(C)(C)c2cc(C(O)C#Cc3ccc(CO)cc3)ccc21. RXN SMILES: [C:1](=[O:2])([CH3:3])[O:4][CH2:5][c:6]1[cH:7][cH:8][c:9]([C:12]#[C:13][CH:14]([c:15]2[cH:16][c:17]3[c:22]([cH:23][cH:24]2)[C:21]([CH3:25])([CH3:26])[CH2:20][CH2:19][C:18]3([CH3:27])[CH3:28])[OH:29])[cH:10][cH:11]1.[CH2:30]1[O:31][CH2:32][CH2:33][CH2:34]1.[CH3:38][CH2:39][CH2:40][CH2:41][CH2:42][CH2:43][CH3:44].[Na+:36].[OH-:35].[OH2:37]>>[OH:4][CH2:5][c:6]1[cH:7][cH:8][c:9]([C:12]#[C:13][CH:14]([c:15]2[cH:16][c:17]3[c:22]([cH:23][cH:24]2)[C:21]([CH3:25])([CH3:26])[CH2:20][CH2:19][C:18]3([CH3:27])[CH3:28])[OH:29])[cH:10][cH:11]1.